This data is from the Open Reaction Database (ORD), a public repository of structured organic reaction records. The task is: describe an organic reaction: reactants, conditions, products, and yield Starting materials: CC=1C(=NC=C(C1)C)N1CCN(CC1)C(=O)C1=CC=C(C=C1)I ([4-(3,5-dimethylpyridin-2-yl)piperazin-1-yl](4-iodophenyl)methanone), CN1C(NCC1=O)=O (3-methylimidazolidine-2,4-dione). Yields the product CC=1C(=NC=C(C1)C)N1CCN(CC1)C(=O)C1=CC=C(C=C1)N1C(N(C(C1)=O)C)=O (1-{4-[4-(3,5-dimethylpyridin-2-yl)piperazine-1-carbonyl]phenyl}-3-methylimidazolidine-2,4-dione). Yield: 30.6%. RXN SMILES: [CH3:1][C:2]1[C:3]([N:9]2[CH2:14][CH2:13][N:12]([C:15]([C:17]3[CH:22]=[CH:21][C:20](I)=[CH:19][CH:18]=3)=[O:16])[CH2:11][CH2:10]2)=[N:4][CH:5]=[C:6]([CH3:8])[CH:7]=1.[CH3:24][N:25]1[C:29](=[O:30])[CH2:28][NH:27][C:26]1=[O:31]>>[CH3:1][C:2]1[C:3]([N:9]2[CH2:14][CH2:13][N:12]([C:15]([C:17]3[CH:22]=[CH:21][C:20]([N:27]4[CH2:28][C:29](=[O:30])[N:25]([CH3:24])[C:26]4=[O:31])=[CH:19][CH:18]=3)=[O:16])[CH2:11][CH2:10]2)=[N:4][CH:5]=[C:6]([CH3:8])[CH:7]=1. Procedure: Using [4-(3,5-dimethylpyridin-2-yl)piperazin-1-yl](4-iodophenyl)methanone (169 mg) described in Preparation Example 113 and 3-methylimidazolidine-2,4-dione (46 mg) described in Preparation Example 214 and by the reaction and treatment in the same manner as in Example 536, the title compound (50 mg) was obtained.